Dataset: the Open Reaction Database (ORD), a public repository of structured organic reaction records. Task: describe an organic reaction: reactants, conditions, products, and yield The reactants are O[Li].O (LiOH.H2O), C(C)OC(=O)C=1C=NN(C1)C1=NC2=C(N1)C=C(C(=C2Br)Cl)Cl (1-(4-Bromo-5,6-dichloro-1H-benzoimidazol-2-yl)-1H-pyrazole-4-carboxylic acid ethyl ester), C1CCOC1 (THF). The solvent is O (water). Conditions: temperature 23 celsius, time 18 hour. Yields the product BrC1=C(C(=CC=2NC(=NC21)N2N=CC(=C2)C(=O)O)Cl)Cl (1-(4-Bromo-5,6-dichloro-1H-benzoimidazol-2-yl)-1H-pyrazole-4-carboxylic acid). The yield is 82.2%. As a reaction SMILES: O[Li].O.C([O:6][C:7]([C:9]1[CH:10]=[N:11][N:12]([C:14]2[NH:18][C:17]3[CH:19]=[C:20]([Cl:25])[C:21]([Cl:24])=[C:22]([Br:23])[C:16]=3[N:15]=2)[CH:13]=1)=[O:8])C.C1COCC1>O>[Br:23][C:22]1[C:16]2[N:15]=[C:14]([N:12]3[CH:13]=[C:9]([C:7]([OH:8])=[O:6])[CH:10]=[N:11]3)[NH:18][C:17]=2[CH:19]=[C:20]([Cl:25])[C:21]=1[Cl:24] |f:0.1|. Procedure details: LiOH.H2O (0.046 g, 1.09 mmol) was added to a mixture of 1-(4-Bromo-5,6-dichloro-1H-benzoimidazol-2-yl)-1H-pyrazole-4-carboxylic acid ethyl ester (0.088 g, 0.22 mmol), THF (1 mL), and water (0.33 mL), and the mixture was stirred 18 h at 23° C. The solvent was evaporated, water (3 mL) was added and the mixture acidified with 1M HCl. The resulting white precipitate was filtered and dried to yield the titled compound (0.068 g, 83%). MS (ESI/CI): mass calcd. for C11H6BrCl2N4O2, 374.9; m/z found, 375.... The reactants are CC(CCC(O[SiH](C)C)C(C)(C)C)C1CCC2C3CC=C4CC(OC5CCCCO5)CCC4(C)C3CCC12C, Cc1cc(C)[nH]n1, ClCCl, O=[Cr](=O)=O. The product is CC(CCC(O[SiH](C)C)C(C)(C)C)C1CCC2C3C(=O)C=C4CC(OC5CCCCO5)CCC4(C)C3CCC12C. RXN SMILES: [C:12]([CH3:13])([CH3:14])([CH3:15])[CH:16]([CH2:17][CH2:18][CH:19]([CH3:20])[CH:21]1[CH2:22][CH2:23][CH:24]2[CH:25]3[CH2:26][CH:27]=[C:28]4[CH2:29][CH:30]([O:40][CH:41]5[O:42][CH2:43][CH2:44][CH2:45][CH2:46]5)[CH2:31][CH2:32][C:33]4([CH3:34])[CH:35]3[CH2:36][CH2:37][C:38]12[CH3:39])[O:47][SiH:48]([CH3:49])[CH3:50].[CH3:5][c:6]1[cH:7][c:8]([CH3:9])[nH:10][n:11]1.[Cl:51][CH2:52][Cl:53].[O:1]=[Cr:2](=[O:3])=[O:4]>>[O:1]=[C:26]1[CH:25]2[CH:24]3[CH2:23][CH2:22][CH:21]([CH:19]([CH2:18][CH2:17][CH:16]([C:12]([CH3:13])([CH3:14])[CH3:15])[O:47][SiH:48]([CH3:49])[CH3:50])[CH3:20])[C:38]3([CH3:39])[CH2:37][CH2:36][CH:35]2[C:33]2([CH3:34])[C:28](=[CH:27]1)[CH2:29][CH:30]([O:40][CH:41]1[O:42][CH2:43][CH2:44][CH2:45][CH2:46]1)[CH2:31][CH2:32]2. Reactants: C(C)OC(=O)NC1CN(CC1)C1=C(C(=C2C(C(=CN(C2=C1C)C1CC1)C(=O)OCC)=O)C)F (ethyl 7-(3-ethoxycarbonylamino-1-pyrrolidinyl)-cyclopropyl-6-fluoro-5,8-dimethyl-1, 4-dihydro-4-oxoquinoline-3-carboxylate), [OH-].[K+] (potassium hydroxide), C([O-])([O-])=O.[K+].[K+] (potassium carbonate). The solvent is C(C)(=O)O (acetic acid). The product is NC1CN(CC1)C1=C(C(=C2C(C(=CN(C2=C1C)C1CC1)C(=O)O)=O)C)F (7-(3-amino-l-pyrrolidinyl)-1-cyclopropyl-6-fluoro-5, 8-dimethyl-l,4-dihydro-4-oxoquinoline-3-carboxylic acid). Isolated yield 29.5%. RXN SMILES: C(OC([NH:6][CH:7]1[CH2:11][CH2:10][N:9]([C:12]2[C:21]([CH3:22])=[C:20]3[C:15]([C:16](=[O:31])[C:17]([C:26]([O:28]CC)=[O:27])=[CH:18][N:19]3[CH:23]3[CH2:25][CH2:24]3)=[C:14]([CH3:32])[C:13]=2[F:33])[CH2:8]1)=O)C.[OH-].[K+].C(=O)([O-])[O-].[K+].[K+]>C(O)(=O)C>[NH2:6][CH:7]1[CH2:11][CH2:10][N:9]([C:12]2[C:21]([CH3:22])=[C:20]3[C:15]([C:16](=[O:31])[C:17]([C:26]([OH:28])=[O:27])=[CH:18][N:19]3[CH:23]3[CH2:25][CH2:24]3)=[C:14]([CH3:32])[C:13]=2[F:33])[CH2:8]1 |f:1.2,3.4.5|. Procedure details: To ethyl 7-(3-ethoxycarbonylamino-1-pyrrolidinyl)-cyclopropyl-6-fluoro-5,8-dimethyl-1, 4-dihydro-4-oxoquinoline-3-carboxylate (130 mg) is added 5% aqueous potassium hydroxide solution (3.2 ml) and the mixture is refluxed for 4 hours. After cooling, the reaction mixture is made acidic with acetic acid and then made weak alkaline with potassium carbonate. The resultant is extracted with dichloroethane and the extract is dried, followed by distillating the solvent under reduced pressure. To the res... Starting materials: BrC=1C=CC=2C3=C(C(=NC2C1)N)N=C(N3CC(C)(C)O)COCC (7-bromo-2-ethoxymethyl-1-(2-hydroxy-2-methylpropyl)-1H-imidazo[4,5-c]quinolin-4-amine), C(C(C)C)(=O)N (isobutyramide), BrC=1C=CC=2C3=C(C=NC2C1)N=C(N3CCCOC(C)C)COCC (7-bromo-2-ethoxymethyl-1-(3-isopropoxypropyl)-1H-imidazo[4,5-c]quinoline), C(C)S(=O)(=O)N (ethanesulfonamide). Product: NC1=NC=2C=C(C=CC2C2=C1N=C(N2CC(C)(C)O)COCC)NS(=O)(=O)CC (N-[4-amino-2-ethoxymethyl-1-(2-hydroxy-2-methylpropyl)-1H-imidazo[4,5-c]quinolin-7-yl]ethanesulfonamide). As a reaction SMILES: Br[C:2]1[CH:3]=[CH:4][C:5]2[C:6]3[N:15]([CH2:16][C:17]([OH:20])([CH3:19])[CH3:18])[C:14]([CH2:21][O:22][CH2:23][CH3:24])=[N:13][C:7]=3[C:8]([NH2:12])=[N:9][C:10]=2[CH:11]=1.BrC1C=CC2C3N(CCCOC(C)C)C(COCC)=NC=3C=NC=2C=1.[CH2:50]([S:52]([NH2:55])(=[O:54])=[O:53])[CH3:51].C(N)(=O)C(C)C>>[NH2:12][C:8]1[C:7]2[N:13]=[C:14]([CH2:21][O:22][CH2:23][CH3:24])[N:15]([CH2:16][C:17]([OH:20])([CH3:19])[CH3:18])[C:6]=2[C:5]2[CH:4]=[CH:3][C:2]([NH:55][S:52]([CH2:50][CH3:51])(=[O:54])=[O:53])=[CH:11][C:10]=2[N:9]=1. Procedure: The general method described in Part A of Example 3 was followed using 7-bromo-2-ethoxymethyl-1-(2-hydroxy-2-methylpropyl)-1H-imidazo[4,5-c]quinolin-4-amine (U.S. Patent Application Publication No. US 2004/0147543, Examples 125-135) in lieu of 7-bromo-2-ethoxymethyl-1-(3-isopropoxypropyl)-1H-imidazo[4,5-c]quinoline and ethanesulfonamide in lieu of isobutyramide. Purification using a HORIZON HPFC system (silica cartridge, eluting with a linear gradient of 2-25% CMA in chloroform), followed by rec...